This data is from the Open Reaction Database (ORD), a public repository of structured organic reaction records. The task is: describe an organic reaction: reactants, conditions, products, and yield Reactants: S(=O)(=O)(OC)OC (dimethyl sulfate), C1=C(NC=2C3=C(C=CC12)C1=CC=CC=C1C=C3)C(=O)OCC (ethyl 3H-naphth[1,2-g]indole-2-carboxylate). Solvent: C(Cl)Cl.CCCCCC (CH2Cl2 hexane). Product: CN1C(=CC=2C=CC3=C(C12)C=CC1=CC=CC=C13)C(=O)OCC (ethyl 3-methyl-3H-naphth[1,2-g]indol-2-carboxylate). Isolated yield 74.5%. Reaction SMILES: S(OC)(O[CH3:5])(=O)=O.[CH:8]1[C:16]2[CH:15]=[CH:14][C:13]3[C:17]4[C:22]([CH:23]=[CH:24][C:12]=3[C:11]=2[NH:10][C:9]=1[C:25]([O:27][CH2:28][CH3:29])=[O:26])=[CH:21][CH:20]=[CH:19][CH:18]=4>C(Cl)Cl.CCCCCC>[CH3:5][N:10]1[C:11]2[C:12]3[CH:24]=[CH:23][C:22]4[C:17]([C:13]=3[CH:14]=[CH:15][C:16]=2[CH:8]=[C:9]1[C:25]([O:27][CH2:28][CH3:29])=[O:26])=[CH:18][CH:19]=[CH:20][CH:21]=4 |f:2.3|. Reported procedure: Using the procedure outlined in Example 34A except that dimethyl sulfate was used as the alkylating agent, ethyl 3H-naphth[1,2-g]indole-2-carboxylate (H. G. Pars Pharmaceutical Laboratories, Inc.) gave a 74.5% yield of ethyl 3-methyl-3H-naphth[1,2-g]indol-2-carboxylate, mp 136°-138°, (CH2Cl2 /hexane), (C,H,N). Reactants: OCCCBr, CC(C)OC(=O)N=NC(=O)OC(C)C, C1CCOC1, CC(C)(C)OC(=O)N1CCOC(c2ccc(O)cc2)C1, c1ccc(P(c2ccccc2)c2ccccc2)cc1. Product: CC(C)(C)OC(=O)N1CCOC(c2ccc(OCCCBr)cc2)C1. Reaction SMILES: [Br:54][CH2:55][CH2:56][CH2:57][OH:58].[O:1]=[C:2]([O:3][CH:4]([CH3:5])[CH3:6])[N:7]=[N:8][C:9]([O:10][CH:11]([CH3:12])[CH3:13])=[O:14].[O:59]1[CH2:60][CH2:61][CH2:62][CH2:63]1.[OH:15][c:16]1[cH:17][cH:18][c:19]([CH:22]2[O:23][CH2:24][CH2:25][N:26]([C:28](=[O:29])[O:30][C:31]([CH3:32])([CH3:33])[CH3:34])[CH2:27]2)[cH:20][cH:21]1.[c:35]1([P:36]([c:37]2[cH:38][cH:39][cH:40][cH:41][cH:42]2)[c:43]2[cH:44][cH:45][cH:46][cH:47][cH:48]2)[cH:49][cH:50][cH:51][cH:52][cH:53]1>>[O:15]([c:16]1[cH:17][cH:18][c:19]([CH:22]2[O:23][CH2:24][CH2:25][N:26]([C:28](=[O:29])[O:30][C:31]([CH3:32])([CH3:33])[CH3:34])[CH2:27]2)[cH:20][cH:21]1)[CH2:57][CH2:56][CH2:55][Br:54].